Dataset: the Open Reaction Database (ORD), a public repository of structured organic reaction records. Task: describe an organic reaction: reactants, conditions, products, and yield Reactants: CC(C)(C)OC(=O)N1C2CCC1CN(Cc1ccccc1)C2, CCO. Yields the product CC(C)(C)OC(=O)N1C2CCC1CNC2. Reaction SMILES: [C:1]([CH3:2])([CH3:3])([CH3:4])[O:5][C:6](=[O:7])[N:8]1[CH:9]2[CH2:10][N:11]([CH2:16][c:17]3[cH:18][cH:19][cH:20][cH:21][cH:22]3)[CH2:12][CH:13]1[CH2:14][CH2:15]2.[CH3:23][CH2:24][OH:25]>>[C:1]([CH3:2])([CH3:3])([CH3:4])[O:5][C:6](=[O:7])[N:8]1[CH:9]2[CH2:10][NH:11][CH2:12][CH:13]1[CH2:14][CH2:15]2. Reactants: C(=O)([O-])[O-].[K+].[K+] (K2CO3), [OH-].[K+] (KOH), C(=S)(Cl)Cl (thiophosgene), C1(CCC2=CC=CC=C12)N (indan-1-ylamine). Run in O (water), CCOCC (Et2O), O (water), ClCCl (dichloromethane). Reaction conditions: time 10 minute. Product: N(=C=S)C1CCC2=C(C=CC=C12)C (1-isothiocyanato-4-methyl-indane). As a reaction SMILES: [C:1](Cl)(Cl)=[S:2].[C:5]([O-])([O-])=O.[K+].[K+].[CH:11]1([NH2:20])[C:19]2[C:14](=[CH:15][CH:16]=[CH:17][CH:18]=2)[CH2:13][CH2:12]1.[OH-].[K+]>ClCCl.O.CCOCC>[N:20]([CH:11]1[C:19]2[C:14](=[C:15]([CH3:5])[CH:16]=[CH:17][CH:18]=2)[CH2:13][CH2:12]1)=[C:1]=[S:2] |f:1.2.3,5.6|. Reported procedure: A mixture of 0.36 ml (4.32 mmol) thiophosgene in 4 ml dichloromethane is cooled to 0° C. after which a cold (0° C.) solution of 0.5 g (3.60 mmol) K2CO3 in 4 ml water is added. The mixture is stirred for 10 min and 0.53 g (3.60 mmol) indan-1-ylamine is then added drop wise with vigorous stirring at 0° C. After an additional 10 min a cold solution of 0.40 g (7.20 mmol) KOH in 4 ml water is added in one portion with cooling. The organic layer and three extracts (Et2O) are combined, dried over MgSO4... Reactants: C(C)(=O)SC1CC(N1C(C(=O)OCC1=CC=C(C=C1)[N+](=O)[O-])O)=O (p-Nitrobenzyl 2-(4-acetylthio-2-oxo-1-azetidinyl)-2-hydroxyacetate), S(=O)(Cl)Cl (thionyl chloride). The solvent is ClCCl (dichloromethane). Product: C(C)(=O)SC1CC(N1C(C(=O)OCC1=CC=C(C=C1)[N+](=O)[O-])Cl)=O (p-Nitrobenzyl 2-(4-Acetylthio-2-oxo-1-azetidinyl)-2-chloroacetate). Yield: 99.0%. RXN SMILES: [C:1]([S:4][CH:5]1[N:8]([CH:9](O)[C:10]([O:12][CH2:13][C:14]2[CH:19]=[CH:18][C:17]([N+:20]([O-:22])=[O:21])=[CH:16][CH:15]=2)=[O:11])[C:7](=[O:24])[CH2:6]1)(=[O:3])[CH3:2].S(Cl)([Cl:27])=O>ClCCl>[C:1]([S:4][CH:5]1[N:8]([CH:9]([Cl:27])[C:10]([O:12][CH2:13][C:14]2[CH:19]=[CH:18][C:17]([N+:20]([O-:22])=[O:21])=[CH:16][CH:15]=2)=[O:11])[C:7](=[O:24])[CH2:6]1)(=[O:3])[CH3:2]. Reported procedure: A solution of acid 1 (19.36 g), thionyl chloride (40 ml ) and dichloromethane (200 ml) was stirred at 23° for 18 h. The solvent and excess thionyl chloride were evaporated in vacuo at 23° to give acid chloride 2 as an off-white solid, 20.5 g (99% yield). ##STR126## Run at temperature 60 celsius, time 4.5 hour. The product is C(C)(C)(C)OC(NCC1=NC=C(C2=CC(=CC(=C12)OC)OC)NC=1SC=C(N1)C)=O ([6,8-dimethoxy-4-(4-methyl-thiazol-2-ylamino)isoquinolin-1-ylmethyl]carbamic acid tert-butyl ester). Run in CC(=O)C (acetone). Procedure details: To solution of (6,8-dimethoxy-4-thioureido-isoquinolin-1-ylmethyl)carbamic acid tert-butyl ester (50 mg, 0.127 mmol) and chloroacetone (16.1 mg, 0.166 mmol) in acetone (1.4 mL) was added MgSO4 (7.7 mg, 0.0637 mmol). The resulting suspension was stirred at 60° C. and for 4.5 h. The reaction was cooled and concentrated. The residue passed through a 5 g silica cartridge, eluting with 2% MeOH in DCM, to give [6,8-dimethoxy-4-(4-methyl-thiazol-2-ylamino)isoquinolin-1-ylmethyl]carbamic acid tert-butyl... As a reaction SMILES: [C:1]([O:5][C:6](=[O:27])[NH:7][CH2:8][C:9]1[C:18]2[C:13](=[CH:14][C:15]([O:21][CH3:22])=[CH:16][C:17]=2[O:19][CH3:20])[C:12]([NH:23][C:24]([NH2:26])=[S:25])=[CH:11][N:10]=1)([CH3:4])([CH3:3])[CH3:2].Cl[CH2:29][C:30](=O)[CH3:31].[O-]S([O-])(=O)=O.[Mg+2]>CC(C)=O>[C:1]([O:5][C:6](=[O:27])[NH:7][CH2:8][C:9]1[C:18]2[C:13](=[CH:14][C:15]([O:21][CH3:22])=[CH:16][C:17]=2[O:19][CH3:20])[C:12]([NH:23][C:24]2[S:25][CH:29]=[C:30]([CH3:31])[N:26]=2)=[CH:11][N:10]=1)([CH3:4])([CH3:2])[CH3:3] |f:2.3|. Reactants: C(C)(C)(C)OC(NCC1=NC=C(C2=CC(=CC(=C12)OC)OC)NC(=S)N)=O ((6,8-dimethoxy-4-thioureido-isoquinolin-1-ylmethyl)carbamic acid tert-butyl ester), ClCC(C)=O (chloroacetone), [O-]S(=O)(=O)[O-].[Mg+2] (MgSO4). Starting materials: C(CCC)[Sn](C=C)(CCCC)CCCC (Tributyl(ethenyl)stannane), BrC1=CC(=C(C(=O)OC)C=C1)C (methyl 4-bromo-2-methylbenzoate), BrC1=CC(=C(C(=O)OC)C=C1)C (methyl 4-bromo-2-methylbenzoate). Reagents/catalysts: C=1C=CC(=CC1)[P](C=2C=CC=CC2)(C=3C=CC=CC3)[Pd]([P](C=4C=CC=CC4)(C=5C=CC=CC5)C=6C=CC=CC6)([P](C=7C=CC=CC7)(C=8C=CC=CC8)C=9C=CC=CC9)[P](C=1C=CC=CC1)(C=1C=CC=CC1)C=1C=CC=CC1 (Pd(PPh3)4). Run in C(C)(=O)OCC (ethyl acetate), CN(C=O)C (N,N-dimethylformamide). Reaction conditions: temperature 100 celsius, time 8 hour. The product is C(=C)C1=CC(=C(C(=O)OC)C=C1)C (Methyl 4-ethenyl-2-methylbenzoate). Reaction SMILES: Br[C:2]1[CH:11]=[CH:10][C:5]([C:6]([O:8][CH3:9])=[O:7])=[C:4]([CH3:12])[CH:3]=1.[CH2:13]([Sn](CCCC)(CCCC)C=C)[CH2:14]CC>CN(C)C=O.C(OCC)(=O)C.C1C=CC([P]([Pd]([P](C2C=CC=CC=2)(C2C=CC=CC=2)C2C=CC=CC=2)([P](C2C=CC=CC=2)(C2C=CC=CC=2)C2C=CC=CC=2)[P](C2C=CC=CC=2)(C2C=CC=CC=2)C2C=CC=CC=2)(C2C=CC=CC=2)C2C=CC=CC=2)=CC=1>[CH:13]([C:2]1[CH:11]=[CH:10][C:5]([C:6]([O:8][CH3:9])=[O:7])=[C:4]([CH3:12])[CH:3]=1)=[CH2:14] |^1:42,44,63,82|. Procedure: To a round-bottom flask, which was purged and maintained with a nitrogen atmosphere, was added a solution of methyl 4-bromo-2-methylbenzoate (compound 152.1, 14.0 g, 61.1 mmol, 1.00 equiv) in N,N-dimethylformamide (150 mL). Tributyl(ethenyl)stannane (29.3 g, 92.4 mmol, 2.00 equiv) and Pd(PPh3)4 (7.10 g, 6.14 mmol, 0.10 equiv) were added to the reaction. The resulting mixture was stirred overnight at 100° C. in an oil bath. After cooling to room temperature, the mixture was diluted with 400 mL of... The reactants are C(OC)([O-])=O.[Mg+2].COC([O-])=O (magnesium methyl carbonate), CC(=O)C=1SC(=CC1)OCCCCCCCCCCCCCC (5-(tetradecyloxy)-2-thienyl methyl ketone). Solvent: CN(C=O)C (dimethylformamide). Reaction conditions: temperature 120 celsius, time 0.5 hour. Yields the product C(CCCCCCCCCCCCC)OC1=CC=C(C(=O)CC(=O)O)S1 (5-tetradecyloxythen-2-oylacetic acid). As a reaction SMILES: [C:1](=[O:5])([O-:4])OC.[Mg+2].COC(=O)[O-].[CH3:12][C:13]([C:15]1[S:16][C:17]([O:20][CH2:21][CH2:22][CH2:23][CH2:24][CH2:25][CH2:26][CH2:27][CH2:28][CH2:29][CH2:30][CH2:31][CH2:32][CH2:33][CH3:34])=[CH:18][CH:19]=1)=[O:14]>CN(C)C=O>[CH2:21]([O:20][C:17]1[S:16][C:15]([C:13]([CH2:12][C:1]([OH:4])=[O:5])=[O:14])=[CH:19][CH:18]=1)[CH2:22][CH2:23][CH2:24][CH2:25][CH2:26][CH2:27][CH2:28][CH2:29][CH2:30][CH2:31][CH2:32][CH2:33][CH3:34] |f:0.1.2|. Procedure details: A mixture of magnesium methyl carbonate and dimethylformamide (300 g of a 2.0mM/g solution) is heated in a 120° C. oil bath with stirring under carbon dioxide flushing for 1/2 hour. To this mixture is added 33.8 g (0.100 mole) of 5-(tetradecyloxy)-2-thienyl methyl ketone, and the oil bath temperature is raised to 130° C. to 150° C. Dry nitrogen is flushed through the mixture for 5 hours. The mixture is allowed to cool at room temperature under carbon dioxide flushing after which it is poured slo... Reactants: C1(\C=C/C(=O)O1)=O (maleic anhydride), CO (MeOH), O=S(Cl)Cl (SOCl2). Product: COC(C=CC(=O)Cl)=O (methyl-3-chlorocarbonylpropenoate). Reaction SMILES: [C:1]1(=[O:7])O[C:4](=[O:5])[CH:3]=[CH:2]1.O=S(Cl)[Cl:10].[CH3:12][OH:13]>>[CH3:12][O:13][C:1](=[O:7])[CH:2]=[CH:3][C:4]([Cl:10])=[O:5]. Reported procedure: 5.0 g (51.0 mmol) of maleic anhydride were heated to 100° C. in 2.2 ml of MeOH for 1 hour [J. Chem. Soc., 1964, 526-528]. The reaction mixture was cooled to room temperature and 37 ml (50.7 mmol) of SOCl2 were added dropwise. The reaction was refluxed for 1.5 hours and then distilled collecting the fraction boiling at 42-44° C./2 mbar to obtain 5.3 g of the title compound, possibly as a mixture of E and Z diastereoisomers. This compound was used without further purification in the subsequent rea...